From a dataset of the Open Reaction Database (ORD), a public repository of structured organic reaction records. describe an organic reaction: reactants, conditions, products, and yield The reactants are CC(=O)c1cc2c(c(Br)c1O)C(C)(C)CC=C2C(C)C, O=C([O-])[O-], CCI, CC(C)=O, [K+], [K+], O. The product is CCOc1c(C(C)=O)cc2c(c1Br)C(C)(C)CC=C2C(C)C. As a reaction SMILES: [Br:1][c:2]1[c:3]([OH:20])[c:4]([C:17]([CH3:18])=[O:19])[cH:5][c:6]2[c:11]1[C:10]([CH3:12])([CH3:13])[CH2:9][CH:8]=[C:7]2[CH:14]([CH3:15])[CH3:16].[C:21](=[O:22])([O-:23])[O-:24].[CH2:27]([CH3:28])[I:29].[CH3:30][C:31](=[O:32])[CH3:33].[K+:25].[K+:26].[OH2:34]>>[Br:1][c:2]1[c:3]([O:20][CH2:27][CH3:28])[c:4]([C:17]([CH3:18])=[O:19])[cH:5][c:6]2[c:11]1[C:10]([CH3:12])([CH3:13])[CH2:9][CH:8]=[C:7]2[CH:14]([CH3:15])[CH3:16].